From a dataset of the Open Reaction Database (ORD), a public repository of structured organic reaction records. describe an organic reaction: reactants, conditions, products, and yield The product is C(#N)CC(C)N1N=CC(=C1)C1=CC=2N(N=C1)C(=CN2)C=2C=C(C=CC2)NC(=O)NCC(F)(F)F (N-(3-{7-[1-(2-cyano-1-methylethyl)-1H-pyrazol-4-yl]imidazo[1,2-b]pyridazin-3-yl}phenyl)-N′-(2,2,2-trifluoroethyl)urea). The solvent is C(C)#N (acetonitrile), CO (methanol). Conditions: temperature 60 celsius, time 8 hour. Procedure details: To a solution of N-{3-[7-(1H-pyrazol-4-yl)imidazo[1,2-b]pyridazin-3-yl]phenyl}-N′-(2,2,2-trifluoroethyl)urea (15 mg, 0.037 mmol) and 2-butenenitrile (3.8 mg, 0.056 mmol) in acetonitrile (0.5 mL) and methanol (0.2 mL) was added 1,8-diazabicyclo[5.4.0]undec-7-ene (5.6 μL, 0.037 mmol). The mixture was stirred at 60° C. overnight. The reaction mixture was stirred at 60° C. overnight. The mixture was purified by RP-HPLC (pH=10) to afford the desired product. LCMS (M+H)+: m/z=469.1. Reactants: N1N=CC(=C1)C1=CC=2N(N=C1)C(=CN2)C=2C=C(C=CC2)NC(=O)NCC(F)(F)F (N-{3-[7-(1H-pyrazol-4-yl)imidazo[1,2-b]pyridazin-3-yl]phenyl}-N′-(2,2,2-trifluoroethyl)urea), C(C=CC)#N (2-butenenitrile), N12CCCCCC2=NCCC1 (1,8-diazabicyclo[5.4.0]undec-7-ene). RXN SMILES: [NH:1]1[CH:5]=[C:4]([C:6]2[CH:11]=[N:10][N:9]3[C:12]([C:15]4[CH:16]=[C:17]([NH:21][C:22]([NH:24][CH2:25][C:26]([F:29])([F:28])[F:27])=[O:23])[CH:18]=[CH:19][CH:20]=4)=[CH:13][N:14]=[C:8]3[CH:7]=2)[CH:3]=[N:2]1.[C:30](#[N:34])[CH:31]=[CH:32][CH3:33].N12CCCN=C1CCCCC2>C(#N)C.CO>[C:30]([CH2:31][CH:32]([N:1]1[CH:5]=[C:4]([C:6]2[CH:11]=[N:10][N:9]3[C:12]([C:15]4[CH:16]=[C:17]([NH:21][C:22]([NH:24][CH2:25][C:26]([F:28])([F:27])[F:29])=[O:23])[CH:18]=[CH:19][CH:20]=4)=[CH:13][N:14]=[C:8]3[CH:7]=2)[CH:3]=[N:2]1)[CH3:33])#[N:34].